From a dataset of the Open Reaction Database (ORD), a public repository of structured organic reaction records. describe an organic reaction: reactants, conditions, products, and yield Reactants: BrC=1C=2N(C=CC1)N=C(N2)Cl (8-bromo-2-chloro-[1,2,4]triazolo[1,5-a]pyridine), COC1(NC=C(C=C1)C(F)(F)F)B(O)O (2-methoxy-5-trifluoromethylpyridineboronic acid), Example 2c. The product is ClC1=NN2C(C(=CC=C2)C=2C(=NC=C(C2)C(F)(F)F)OC)=N1 (2-Chloro-8-(2-methoxy-5-trifluoromethyl-pyridin-3-yl)-[1,2,4]triazolo[1,5-a]pyridine). RXN SMILES: Br[C:2]1[C:3]2[N:4]([N:8]=[C:9]([Cl:11])[N:10]=2)[CH:5]=[CH:6][CH:7]=1.[CH3:12][O:13][C:14]1(B(O)O)[CH:19]=[CH:18][C:17]([C:20]([F:23])([F:22])[F:21])=[CH:16][NH:15]1>>[Cl:11][C:9]1[N:10]=[C:3]2[C:2]([C:19]3[C:14]([O:13][CH3:12])=[N:15][CH:16]=[C:17]([C:20]([F:23])([F:21])[F:22])[CH:18]=3)=[CH:7][CH:6]=[CH:5][N:4]2[N:8]=1. Reported procedure: 2-Chloro-8-(2-methoxy-5-trifluoromethyl-pyridin-3-yl)-[1,2,4]triazolo[1,5-a]pyridine was prepared from 8-bromo-2-chloro-[1,2,4]triazolo[1,5-a]pyridine and 2-methoxy-5-trifluoromethylpyridineboronic acid in a manner analogous to Example 2c (0.46 g, 65%). MP=183-185° C. MS=329 (MH)+. The reactants are COc1cc(CC(=O)NC2CCC(C)CC2)ccc1OCCCl, CNC, CC(=O)CC(C)C. The product is COc1cc(CC(=O)NC2CCC(C)CC2)ccc1OCCN(C)C. RXN SMILES: [CH3:1][CH:2]1[CH2:3][CH2:4][CH:5]([NH:8][C:9]([CH2:10][c:11]2[cH:12][c:13]([O:21][CH3:22])[c:14]([O:17][CH2:18][CH2:19][Cl:20])[cH:15][cH:16]2)=[O:23])[CH2:6][CH2:7]1.[CH3:24][NH:25][CH3:26].[CH3:27][C:28]([CH2:29][CH:30]([CH3:31])[CH3:32])=[O:33]>>[CH3:1][CH:2]1[CH2:3][CH2:4][CH:5]([NH:8][C:9]([CH2:10][c:11]2[cH:12][c:13]([O:21][CH3:22])[c:14]([O:17][CH2:18][CH2:19][N:25]([CH3:24])[CH3:26])[cH:15][cH:16]2)=[O:23])[CH2:6][CH2:7]1. Reactants: C(=O)C1=CN(C=C1)C=1C=C2C(N(C(NC2=CC1[N+](=O)[O-])=O)NS(=O)(=O)C)=O (N-[6-(3-formyl-pyrrol-1-yl)-7-nitro-2,4-dioxo-1,4-dihydro-2H-quinazolin-3-yl]-methanesulfonamide), CO (methanol). Run in C(C)(=O)O (acetic acid). Run at time 30 minute. Yields the product OCC1=CN(C=C1)C=1C=C2C(N(C(NC2=CC1[N+](=O)[O-])=O)NS(=O)(=O)C)=O (N-[6-(3-Hydroxymethyl-pyrrol-1-yl)-7-nitro-2,4-dioxo-1,4-dihydro-2H-quinazolin-3-yl]-methanesulfonamide). Reaction SMILES: [CH:1]([C:3]1[CH:7]=[CH:6][N:5]([C:8]2[CH:9]=[C:10]3[C:15](=[CH:16][C:17]=2[N+:18]([O-:20])=[O:19])[NH:14][C:13](=[O:21])[N:12]([NH:22][S:23]([CH3:26])(=[O:25])=[O:24])[C:11]3=[O:27])[CH:4]=1)=[O:2].CO>C(O)(=O)C>[OH:2][CH2:1][C:3]1[CH:7]=[CH:6][N:5]([C:8]2[CH:9]=[C:10]3[C:15](=[CH:16][C:17]=2[N+:18]([O-:20])=[O:19])[NH:14][C:13](=[O:21])[N:12]([NH:22][S:23]([CH3:26])(=[O:25])=[O:24])[C:11]3=[O:27])[CH:4]=1. Reported procedure: To a solution of N-[6-(3-formyl-pyrrol-1-yl)-7-nitro-2,4-dioxo-1,4-dihydro-2H-quinazolin-3-yl]-methanesulfonamide (580 mg, 1.47 mmol, crude from previous step) in methanol (5 ml) sodium borohydride (112 mg, 2.95 mmol) is added at 0° C. and allowed to stir for 30 minutes. A small quantity of acetic acid is added to destroy excess sodium borohydride. The reaction mixture is diluted with ethyl acetate and washed two times with water and the solvent of the organic layer is removed by rotavapor evapo... The reactants are C(C)OC(=O)NC1=NC(=C(C=C1)NC(=O)OCC)[N+](=O)[O-] (2,5-bis(ethoxy-carbonyl-amino)-6-nitropyridine), [OH-].[K+] (potassium hydroxide). The product is NC1=NC(=C(C=C1)N)[N+](=O)[O-] (2,5-diamino-6-nitropyridine). Reaction SMILES: C(OC([NH:6][C:7]1[CH:12]=[CH:11][C:10]([NH:13]C(OCC)=O)=[C:9]([N+:19]([O-:21])=[O:20])[N:8]=1)=O)C.[OH-].[K+]>>[NH2:6][C:7]1[CH:12]=[CH:11][C:10]([NH2:13])=[C:9]([N+:19]([O-:21])=[O:20])[N:8]=1 |f:1.2|. Reported procedure: 4.0 g of the biscarbamate of Example 9 are boiled in 200 ml of an ethanolic 3 percent potassium hydroxide solution for 18 hours with reflux. This is followed by filtering and the filtrate is acidified with concentrated sulphuric acid, whereupon it is concentrated in vacuo. The residue is taken up in methanol. The desired product then crystallizes as hydrochloride (melting point 241° C.).